Dataset: the Open Reaction Database (ORD), a public repository of structured organic reaction records. Task: describe an organic reaction: reactants, conditions, products, and yield Reactants: OC1C(=O)OCC1 (2-hydroxybutyrolactone), Br (hydrogenbromide), C(C)O (ethanol). Run at time 66 hour. The product is C(C)OC(C(CCBr)O)=O (4-bromo-2-hydroxybutyric acid ethyl ester). Reaction SMILES: [OH:1][CH:2]1[CH2:7][CH2:6][O:5][C:3]1=[O:4].[BrH:8].[CH2:9](O)[CH3:10]>>[CH2:9]([O:5][C:3](=[O:4])[CH:2]([OH:1])[CH2:7][CH2:6][Br:8])[CH3:10]. Procedure details: 2-hydroxybutyrolactone, Brit. Pat. No. 688.253 [C A 48, p.3996 (1954)], (5.1 g) was dissolved in 10 ml ethanol and the solution was saturated with hydrogenbromide at 0° C. After standing at room temperature during 66 hours, the solvent was evaporated at a low pressure. The residue was mixed with ice-water and the mixture neutralized with 10% aqueous sodium carbonate. The mixture was then extracted several times with diethyl ether and the combined ether extracts washed with saturated, aqueous sod... As a reaction SMILES: [CH2:18]1[O:19][CH2:20][CH2:21][CH2:22]1.[O:1]1[CH2:2][CH2:3][N:4]([CH2:7][c:8]2[cH:9][c:10]([C:13](=[O:14])[O:15][CH2:16][CH3:17])[n:11][o:12]2)[CH2:5][CH2:6]1>>[O:1]1[CH2:2][CH2:3][N:4]([CH2:7][c:8]2[cH:9][c:10]([CH2:13][OH:14])[n:11][o:12]2)[CH2:5][CH2:6]1. Starting materials: C1CCOC1, CCOC(=O)c1cc(CN2CCOCC2)on1. The product is OCc1cc(CN2CCOCC2)on1. Starting materials: C(C)OC(CCCN)OCC (4,4-Diethoxybutan-1-amine), Cl.BrC=1C=C(C=CC1F)NN ((3-bromo-4-fluorophenyl)hydrazine hydrochloride). The solvent is CO (Methanol). Conditions: temperature 180 celsius, time 2.5 hour. Product: BrC1=C(C=C2C(=CNC2=C1)CCN)F (2-(6-Bromo-5-fluoro-1H-indol-3-yl)ethanamine). Isolated yield 116.7%. RXN SMILES: C(O[CH:4](OCC)[CH2:5][CH2:6][CH2:7][NH2:8])C.Cl.[Br:13][C:14]1[CH:15]=[C:16]([NH:21]N)[CH:17]=[CH:18][C:19]=1[F:20]>CO>[Br:13][C:14]1[CH:15]=[C:16]2[C:17]([C:5]([CH2:6][CH2:7][NH2:8])=[CH:4][NH:21]2)=[CH:18][C:19]=1[F:20] |f:1.2|. Procedure details: 4,4-Diethoxybutan-1-amine (4.72 g, 29.3 mmol) was added to (3-bromo-4-fluorophenyl)hydrazine hydrochloride (6.4 g, 27 mmol). The resulting mixture in an open round bottom flask was placed into a preheated oil bath at 180° C. The mixture was stirred at 180° C. for 2.5 h and then cooled to 120° C. Methanol (300 mL) was added, and the mixture was stirred at ambient temperature for 18 h. The resulting suspension was filtered through a silica gel plug, and the silica gel was then washed with methanol... Reactants: C(=O)(OC(C)(C)C)NC1(CC1)C(=O)O (N-boc-amino-cyclopropanecarboxylic acid), C(=O)(N1C=NC=C1)N1C=NC=C1 (carbonyldiimidazole), ONC(C)=N (N-Hydroxy-acetamidine). Run in CN(C)C=O (DMF), O (water). Conditions: time 6 hour. Yields the product C(C)(C)(C)OC(NC1(CC1)C1=NC(=NO1)C)=O ([1-(3-methyl-1,2,4-oxadiazol-5-yl)-cyclopropyl]-carbamic acid tert-butyl ester), white solid. RXN SMILES: [C:1]([NH:8][C:9]1([C:12]([OH:14])=O)[CH2:11][CH2:10]1)([O:3][C:4]([CH3:7])([CH3:6])[CH3:5])=[O:2].C(N1C=CN=C1)(N1C=CN=C1)=O.O[NH:28][C:29](=[NH:31])[CH3:30]>CN(C=O)C.O>[C:4]([O:3][C:1](=[O:2])[NH:8][C:9]1([C:12]2[O:14][N:31]=[C:29]([CH3:30])[N:28]=2)[CH2:10][CH2:11]1)([CH3:5])([CH3:6])[CH3:7]. Procedure details: To a solution of N-boc-amino-cyclopropanecarboxylic acid (1.01 g, 5.00 mmol) in 2 mL of DMF was added carbonyldiimidazole (0.812 g, 5.01 mmol). This reaction mixture was stirred at room temperature for 6 h. N-Hydroxy-acetamidine (0.374 g, 5.05 mmol) was added. This reaction mixture was stirred at room temperature for 2 h then heated at 100° C. for 16 h. After cooling to room temperature, the reaction mixture was diluted with water. The resultant precipitate was collected by filtration was washed...